Dataset: the Open Reaction Database (ORD), a public repository of structured organic reaction records. Task: describe an organic reaction: reactants, conditions, products, and yield Reactants: C1([N+](=O)[O-])=CC([N+](=O)[O-])=CC([N+](=O)[O-])=C1[O-].[NH4+] (Ammonium picrate), C([O-])(O)=O.[NH4+] (ammonium bicarbonate), O (water). The solvent is S1(=O)(=O)CCCC1 (sulfolane). Run at temperature 177 celsius, time 2 hour. The product is C1=C(C=C(C(=C1[N+](=O)[O-])N)[N+](=O)[O-])[N+](=O)[O-] (picramide). The yield is 17.5%. RXN SMILES: [C:1]1([C:15]([O-])=[C:11]([N+:12]([O-:14])=[O:13])[CH:10]=[C:6]([N+:7]([O-:9])=[O:8])[CH:5]=1)[N+:2]([O-:4])=[O:3].[NH4+:17].C(=O)(O)[O-].[NH4+].O>S1(CCCC1)(=O)=O>[CH:5]1[C:1]([N+:2]([O-:4])=[O:3])=[C:15]([NH2:17])[C:11]([N+:12]([O-:14])=[O:13])=[CH:10][C:6]=1[N+:7]([O-:9])=[O:8] |f:0.1,2.3|. Procedure: Ammonium picrate (0.18 g, 0.75 mmol) and ammonium bicarbonate (0.59 g, 7.5 mmol) are suspended in sulfolane (3 ml), stirred for 2 hr at 177° C. , cooled to ambient temperature and mixed with water (30 ml). The product is collected, washed with water and dried to yield 0.030 g (16%) of picramide (Table 1, entry 6). Starting materials: CC(=O)O, Cl, O=C(O)c1ccc2oc3c(c(=O)c2c1)CCC3=Cc1ccc([N+](=O)[O-])cc1. Product: Nc1ccc(C=C2CCc3c2oc2ccc(C(=O)O)cc2c3=O)cc1. As a reaction SMILES: [CH3:28][C:29](=[O:30])[OH:31].[ClH:32].[N+:1]([O-:2])(=[O:3])[c:4]1[cH:5][cH:6][c:7]([CH:8]=[C:9]2[CH2:10][CH2:11][c:12]3[c:13]2[o:14][c:15]2[c:16]([c:17]3=[O:18])[cH:19][c:20]([C:23](=[O:24])[OH:25])[cH:21][cH:22]2)[cH:26][cH:27]1>>[NH2:1][c:4]1[cH:5][cH:6][c:7]([CH:8]=[C:9]2[CH2:10][CH2:11][c:12]3[c:13]2[o:14][c:15]2[c:16]([c:17]3=[O:18])[cH:19][c:20]([C:23](=[O:24])[OH:25])[cH:21][cH:22]2)[cH:26][cH:27]1.